Dataset: the Open Reaction Database (ORD), a public repository of structured organic reaction records. Task: describe an organic reaction: reactants, conditions, products, and yield Reactants: CC1(C(N(C2=CC=CC=C12)C(=O)NCC1CCN(CC1)CC1(CCC1)C(=O)O)=O)C (1-{[4-({[(3,3-Dimethyl-2-oxo-2,3-dihydro-1h-indol-1-yl)carbonyl]amino}methyl)piperidin-1-yl]methyl}cyclobutanecarboxylic acid), Cl (hydrogen chloride). Solvent: O1CCCC1 (tetrahydrofuran). Run at temperature 45 celsius, time 1 hour. Yields the product Cl.CC1(C(N(C2=CC=CC=C12)C(=O)NCC1CCN(CC1)CC1(CCC1)C(=O)O)=O)C (1-{[4-({[(3,3-DIMETHYL-2-OXO-2,3-DIHYDRO-1H-INDOL-1-YL)CARBONYL]AMINO}METHYL)PIPERIDIN-1-YL]METHYL}CYCLOBUTANECARBOXYLIC ACID HYDROGEN CHLORIDE SALT), solid. Yield: 86.6%. RXN SMILES: [CH3:1][C:2]1([CH3:30])[C:10]2[C:5](=[CH:6][CH:7]=[CH:8][CH:9]=2)[N:4]([C:11]([NH:13][CH2:14][CH:15]2[CH2:20][CH2:19][N:18]([CH2:21][C:22]3([C:26]([OH:28])=[O:27])[CH2:25][CH2:24][CH2:23]3)[CH2:17][CH2:16]2)=[O:12])[C:3]1=[O:29].[ClH:31]>O1CCCC1>[ClH:31].[CH3:1][C:2]1([CH3:30])[C:10]2[C:5](=[CH:6][CH:7]=[CH:8][CH:9]=2)[N:4]([C:11]([NH:13][CH2:14][CH:15]2[CH2:20][CH2:19][N:18]([CH2:21][C:22]3([C:26]([OH:28])=[O:27])[CH2:25][CH2:24][CH2:23]3)[CH2:17][CH2:16]2)=[O:12])[C:3]1=[O:29] |f:3.4|. Reported procedure: 1-{[4-({[(3,3-Dimethyl-2-oxo-2,3-dihydro-1h-indol-1-yl)carbonyl]amino}methyl)piperidin-1-yl]methyl}cyclobutanecarboxylic acid (41.0 g, 99.2 mmol, Example 9) was dissolved with tetrahydrofuran (820 mL). The mixture was filtered and washed with tetrahydrofuran (410 mL) and the resulting solution was heated to 45° C. Aqueous concentrated hydrogen chloride (12N, 8.27 mL, 99.2 mmol) was added to the solution at 45° C. for 20 min and stirred at this temperature for 1 h. The suspension was cooled to 20... Starting materials: COC1=CC=C(C=C1)C=1C[C@H](NCC1)CO ([(S)-4-(4-methoxy-phenyl)-1,2,3,6-tetrahydro-pyridin-2-yl]-methanol), C1(=CC=C(C=C1)S(=O)(=O)Cl)C (p-toluenesulfonyl chloride). Solvent: C(C)(=O)OCC (ethyl acetate), C([O-])([O-])=O.[Na+].[Na+] (sodium carbonate). Reaction conditions: time 8 hour. Product: COC1=CC=C(C=C1)C=1C[C@H](N(CC1)S(=O)(=O)C1=CC=C(C=C1)C)CO ([(S)-4-(4-methoxy-phenyl)-1-(toluene-4-sulfonyl)-1,2,3,6-tetrahydro-pyridin-2-yl]-methanol). Reaction SMILES: [CH3:1][O:2][C:3]1[CH:8]=[CH:7][C:6]([C:9]2[CH2:10][C@@H:11]([CH2:15][OH:16])[NH:12][CH2:13][CH:14]=2)=[CH:5][CH:4]=1.[C:17]1([CH3:27])[CH:22]=[CH:21][C:20]([S:23](Cl)(=[O:25])=[O:24])=[CH:19][CH:18]=1>C(OCC)(=O)C.C(=O)([O-])[O-].[Na+].[Na+]>[CH3:1][O:2][C:3]1[CH:8]=[CH:7][C:6]([C:9]2[CH2:10][C@@H:11]([CH2:15][OH:16])[N:12]([S:23]([C:20]3[CH:21]=[CH:22][C:17]([CH3:27])=[CH:18][CH:19]=3)(=[O:25])=[O:24])[CH2:13][CH:14]=2)=[CH:5][CH:4]=1 |f:3.4.5|. Reported procedure: To a solution of 72.0 g of [(S)-4-(4-methoxy-phenyl)-1,2,3,6-tetrahydro-pyridin-2-yl]-methanol in 1.5 l of ethyl acetate and 1.5 l of 2N aqueous sodium carbonate are added 57.7 g of p-toluenesulfonyl chloride at 0° C. The reaction mixture is stirred overnight, extracted with ethyl acetate and the combined organic phases are dried over sodium sulfate and concentrated under reduced pressure. The crude product is used for the next step without any further purification. Rf=0.1 (EtOAc-heptane 1:1); R...